Task: describe an organic reaction: reactants, conditions, products, and yield. Dataset: the Open Reaction Database (ORD), a public repository of structured organic reaction records The reactants are [Br-].C(C1=CC=CC=C1)[N+]1=CC=2CNC(C3=C(C2C=C1)C=CC=C3)=O (3-benzyl-7-oxo-6,7-dihydro-5H-pyrido[3,4-d][2]benzazepin-3-ium bromide), [BH4-].[Na+] (NaBH4). Run in C(C)O.O (ethanol water). Conditions: time 0.5 hour. Product: C(C1=CC=CC=C1)N1CC=2CNC(C3=C(C2CC1)C=CC=C3)=O (3-benzyl-1,2,3,4,5,6-hexahydro-7H-pyrido[3,4-d][2]benzazepin-7-one). RXN SMILES: [Br-].[CH2:2]([N+:9]1[CH:19]=[CH:18][C:17]2[C:16]3[CH:20]=[CH:21][CH:22]=[CH:23][C:15]=3[C:14](=[O:24])[NH:13][CH2:12][C:11]=2[CH:10]=1)[C:3]1[CH:8]=[CH:7][CH:6]=[CH:5][CH:4]=1.[BH4-].[Na+]>C(O)C.O>[CH2:2]([N:9]1[CH2:19][CH2:18][C:17]2[C:16]3[CH:20]=[CH:21][CH:22]=[CH:23][C:15]=3[C:14](=[O:24])[NH:13][CH2:12][C:11]=2[CH2:10]1)[C:3]1[CH:4]=[CH:5][CH:6]=[CH:7][CH:8]=1 |f:0.1,2.3,4.5|. Procedure details: To a suspension of Example 180E (17.7 g, 46.4 mmol) in 200 mL of ethanol/water (4:1) at 0° C. was added NaBH4 (8.9 g, 0.232 mol) portion-wise. After stirring for 0.5 hour, the mixture was quenched with 1 N HCl to pH 4-5 and concentrated under reduced pressure. The residue was dissolved in 100 mL of saturated aqueous K2CO3 and extracted with dichloromethane. The organic phase was washed with brine, dried and purified by column chromatography on silica gel eluting with dichloromethane/methanol (30...